From a dataset of the Open Reaction Database (ORD), a public repository of structured organic reaction records. describe an organic reaction: reactants, conditions, products, and yield The reactants are C(Br)Br (methylene bromide), C1(=CC=CC=C1)C(C1=CC=CC=C1)N=C=S (diphenylmethyl isothiocyanate), [SH-].[K+] (potassium hydrosulfide), CC(=O)C.C(C)(C)(C)O (t-butyl alcohol acetone), ice water. The solvent is C(C)N(CC)CC (triethylamine), CN(C=O)C (dimethylformamide). Yields the product C1(=CC=CC=C1)C(C1=CC=CC=C1)NC([S-])=S.[K+] (Potassium diphenylmethyldithiocarbamate). Reaction SMILES: [C:1]1([CH:7]([N:14]=[C:15]=[S:16])[C:8]2[CH:13]=[CH:12][CH:11]=[CH:10][CH:9]=2)[CH:6]=[CH:5][CH:4]=[CH:3][CH:2]=1.[SH-:17].[K+:18].CC(C)=O.C(O)(C)(C)C.C(Br)Br>CN(C)C=O.C(N(CC)CC)C>[C:1]1([CH:7]([NH:14][C:15](=[S:17])[S-:16])[C:8]2[CH:9]=[CH:10][CH:11]=[CH:12][CH:13]=2)[CH:2]=[CH:3][CH:4]=[CH:5][CH:6]=1.[K+:18] |f:1.2,3.4,8.9|. Procedure details: Potassium diphenylmethyldithiocarbamate was prepared from diphenylmethyl isothiocyanate and potassium hydrosulfide in a t-butyl alcohol acetone mixture. A mixture of 29.7 g. of this salt, 26.1 g. of methylene bromide, and 10.1 g. of triethylamine in 200 ml. of dimethylformamide was stirred for about one hour keeping the initial reaction temperature below 30° C. by cooling. The mixture was poured into ice-water, partitioned into ethylene chloride, and gave 24.0 g. of crude product upon evaporatio...